Dataset: the Open Reaction Database (ORD), a public repository of structured organic reaction records. Task: describe an organic reaction: reactants, conditions, products, and yield The reactants are ClC=1C2=C(N=C(N1)S(=O)(=O)C)N(C=C2)[C@H]2[C@@H](OCC1=CC=CC=C1)[C@H](OCC1=CC=CC=C1)[C@H](O2)COCC2=CC=CC=C2 (4-Chloro-2-methylsulfonyl-7-(2,3,5-tri-O-benzyl-β-D-arabinofuranosyl)-7H-pyrrolo[2,3-d]pyrimidine), C(C=C)OCC=C.[Na] (sodium allyloxide), N (ammonia). The product is NC=1NC(C2=C(N1)N(C=C2)[C@H]2[C@@H](O)[C@H](O)[C@H](O2)CO)=O (2-amino-7-β-D-arabinofuranosyl-3,7-dihydro-4H-pyrrolo[2,3-d]pyrimidine-4-one). Reaction SMILES: Cl[C:2]1[C:3]2[CH:14]=[CH:13][N:12]([C@@H:15]3[O:35][C@H:34]([CH2:36][O:37]CC4C=CC=CC=4)[C@@H:25]([O:26]CC4C=CC=CC=4)[C@@H:16]3[O:17]CC3C=CC=CC=3)[C:4]=2[N:5]=[C:6](S(C)(=O)=O)[N:7]=1.C([O:48]CC=C)C=C.[Na].[NH3:53]>>[NH2:53][C:6]1[NH:7][C:2](=[O:48])[C:3]2[CH:14]=[CH:13][N:12]([C@@H:15]3[O:35][C@H:34]([CH2:36][OH:37])[C@@H:25]([OH:26])[C@@H:16]3[OH:17])[C:4]=2[N:5]=1 |f:1.2,^1:51|. Procedure details: 4-Chloro-2-methylsulfonyl-7-(2,3,5-tri-O-benzyl-β-D-arabinofuranosyl)-7H-pyrrolo[2,3-d]pyrimidine reacted sequentially with sodium allyloxide and liquid ammonia and deblocked by hydrogenation in the presence of a catalyst provides 2-amino-7-β-D-arabinofuranosyl-3,7-dihydro-4H-pyrrolo[2,3-d]pyrimidine-4-one. Treatment with phosphoryl chloride and triethyl phosphate provides the corresponding 5'-phosphate compound.